From a dataset of the Open Reaction Database (ORD), a public repository of structured organic reaction records. describe an organic reaction: reactants, conditions, products, and yield Reactants: CC1=C(C(C(=O)OC)=CC=C1)N (Methyl 3-methylanthranilate), CC=1C=NC=2N(C1)N=C(N2)S(=O)(=O)Cl (6-methyl-1,2,4-triazolo-[1,5-a]pyrimidine-2-sulfonyl chloride). The solvent is N1=CC=CC=C1 (pyridine). Run at temperature 50 celsius, time 24 hour. Product: 2.9, CC1=C(C(C(=O)OC)=CC=C1)NS(=O)(=O)C1=NN2C(N=CC(=C2)C)=N1 (methyl 3-methyl-N-(6-methyl-1,2,4-triazolo[1,5-a]pyrimidine-2-sulfonyl)-anthranilate). Isolated yield 63.0%. As a reaction SMILES: [CH3:1][C:2]1[CH:11]=[CH:10][CH:9]=[C:4]([C:5]([O:7][CH3:8])=[O:6])[C:3]=1[NH2:12].[CH3:13][C:14]1[CH:15]=[N:16][C:17]2[N:18]([N:20]=[C:21]([S:23](Cl)(=[O:25])=[O:24])[N:22]=2)[CH:19]=1>N1C=CC=CC=1>[CH3:1][C:2]1[CH:11]=[CH:10][CH:9]=[C:4]([C:5]([O:7][CH3:8])=[O:6])[C:3]=1[NH:12][S:23]([C:21]1[N:22]=[C:17]2[N:16]=[CH:15][C:14]([CH3:13])=[CH:19][N:18]2[N:20]=1)(=[O:24])=[O:25]. Reported procedure: Methyl 3-methylanthranilate (2.1 g, 13 mmol) was dissolved in 4 ml pyridine and 6-methyl-1,2,4-triazolo-[1,5-a]pyrimidine-2-sulfonyl chloride was added. After a mild exothermic reaction subsided the reaction mixture was stirred at 50° C. for 24 hours. The pyridine was removed by evaporation at reduced pressure and the residue was treated with in 10% aqueous sodium bicarbonate. Insoluble material was collected by filtration, washed with ether and dried to yield 2.9 (63%) of the desired product as...